From a dataset of the Open Reaction Database (ORD), a public repository of structured organic reaction records. describe an organic reaction: reactants, conditions, products, and yield The reactants are FC(C(=O)O)(F)F (trifluoroacetic acid), C(C)(C)(C)OC(=O)N1CC(C1)OC1=C(C=C(C=C1)N1C(C2=C(CC1)N=C(S2)C2=CC=C(C=C2)Cl)=O)OC (3-{4-[2-(4-chloro-phenyl)-4-oxo-6,7-dihydro-4H-thiazolo[5,4-c]pyridin-5-yl]-2-methoxy-phenoxy}-azetidine-1-carboxylic acid tert-butyl ester), [OH-].[Na+] (NaOH). Run in C(Cl)Cl (CH2Cl2). Conditions: time 1 hour. The product is N1CC(C1)OC1=C(C=C(C=C1)N1C(C2=C(CC1)N=C(S2)C2=CC=C(C=C2)Cl)=O)OC (5-[4-(Azetidin-3-yloxy)-3-methoxy-phenyl]-2-(4-chloro-phenyl)-6,7-dihydro-5H -thiazolo[5,4-c]pyridin-4-one). The yield is 100.0%. As a reaction SMILES: C(OC([N:8]1[CH2:11][CH:10]([O:12][C:13]2[CH:18]=[CH:17][C:16]([N:19]3[CH2:24][CH2:23][C:22]4[N:25]=[C:26]([C:28]5[CH:33]=[CH:32][C:31]([Cl:34])=[CH:30][CH:29]=5)[S:27][C:21]=4[C:20]3=[O:35])=[CH:15][C:14]=2[O:36][CH3:37])[CH2:9]1)=O)(C)(C)C.FC(F)(F)C(O)=O.[OH-].[Na+]>C(Cl)Cl>[NH:8]1[CH2:11][CH:10]([O:12][C:13]2[CH:18]=[CH:17][C:16]([N:19]3[CH2:24][CH2:23][C:22]4[N:25]=[C:26]([C:28]5[CH:29]=[CH:30][C:31]([Cl:34])=[CH:32][CH:33]=5)[S:27][C:21]=4[C:20]3=[O:35])=[CH:15][C:14]=2[O:36][CH3:37])[CH2:9]1 |f:2.3|. Procedure details: Dissolve 3-{4-[2-(4-chloro-phenyl)-4-oxo-6,7-dihydro-4H-thiazolo[5,4-c]pyridin-5-yl]-2-methoxy-phenoxy}-azetidine-1-carboxylic acid tert-butyl ester (2.71 g, 5.00 mmol) in CH2Cl2 (20 mL). Add trifluoroacetic acid (5.88 mL, 77.79 mmol). Stir at room temperature for one hour and then add 5 N NaOH to pH=8-10. Collect a white/yellow precipitate via vacuum filtration, and wash the solid with EtOAc followed by Et2O. Dry the solid overnight in vacuo at about 50° C. to give 2.21 g (>99%) of the title co... Starting materials: C(=O)([O-])[O-].[K+].[K+] (K2CO3), C1=CC=C(C=C1)P(C2=CC=CC=C2)C3=CC=CC=C3 (PPh3), O (water), BrC=1C(=C(C(=O)N(CC2=CC=C(C=C2)OC)C2=CCN(CC2)C(=O)OC(C)(C)C)C=CC1)I (tert-butyl 4-(3-bromo-2-iodo-N-(4-methoxybenzyl)benzamido)-5,6-dihydropyridine-1(2H)-carboxylate). Reagents/catalysts: [Cl-].C(CCC)[N+](CCCC)(CCCC)CCCC (tetra-butylammonium chloride), CC(=O)[O-].CC(=O)[O-].[Pd+2] (Pd(OAc)2). Run in CC#N (CH3CN). Yields the product BrC=1C=CC=C2C(N(C3(CCN(C=C3)C(=O)OC(C)(C)C)C12)CC1=CC=C(C=C1)OC)=O (tert-butyl 7-bromo-2-(4-methoxybenzyl)-3-oxo-2′,3′-dihydro-1′H-spiro[isoindoline-1,4′-pyridine]-1′-carboxylate). The yield is 50.1%. As a reaction SMILES: [Br:1][C:2]1[C:3](I)=[C:4]([CH:30]=[CH:31][CH:32]=1)[C:5]([N:7]([C:17]1[CH2:22][CH2:21][N:20]([C:23]([O:25][C:26]([CH3:29])([CH3:28])[CH3:27])=[O:24])[CH2:19][CH:18]=1)[CH2:8][C:9]1[CH:14]=[CH:13][C:12]([O:15][CH3:16])=[CH:11][CH:10]=1)=[O:6].C([O-])([O-])=O.[K+].[K+].C1C=CC(P(C2C=CC=CC=2)C2C=CC=CC=2)=CC=1.O>CC#N.[Cl-].C([N+](CCCC)(CCCC)CCCC)CCC.CC([O-])=O.CC([O-])=O.[Pd+2]>[Br:1][C:2]1[CH:32]=[CH:31][CH:30]=[C:4]2[C:3]=1[C:17]1([CH:22]=[CH:21][N:20]([C:23]([O:25][C:26]([CH3:29])([CH3:28])[CH3:27])=[O:24])[CH2:19][CH2:18]1)[N:7]([CH2:8][C:9]1[CH:14]=[CH:13][C:12]([O:15][CH3:16])=[CH:11][CH:10]=1)[C:5]2=[O:6] |f:1.2.3,7.8,9.10.11|. Procedure: A solution of tert-butyl 4-(3-bromo-2-iodo-N-(4-methoxybenzyl)benzamido)-5,6-dihydropyridine-1(2H)-carboxylate (30 g, 0.048 mol) in CH3CN (500 mL) was stirred for 0.5 h under nitrogen. K2CO3 (13 g, 0.096 mol), PPh3 (6 g, 20%), tetra-butylammonium chloride (15 g, 0.048 mol) and Pd(OAc)2 (3 g, 0.0048 mol) were added. The resulting mixture was heated to reflux for 12 h. The mixture was poured into water and extracted with EtOAc. The organic layer was dried and concentrated to give the crude product... The reactants are O1CCC(CC1)=O (tetrahydro-4H-pyran-4-one), FC1=CC=C(C=C1)N1N=CC2=CC(=CC=C12)I (1-(4-Fluorophenyl)-5-iodo-1H-indazole), [Li]CCCC (BuLi), C(C)(C)[Mg]Br (isopropylmagnesium bromide). Run in C1CCOC1 (THF). Reaction conditions: time 30 minute. Product: FC1=CC=C(C=C1)N1N=CC2=CC(=CC=C12)C1(CCOCC1)O (4-(1-(4-fluorophenyl)-1H-indazol-5-yl)tetrahydro-2H-pyran-4-ol). Yield: 40.0%. As a reaction SMILES: [F:1][C:2]1[CH:7]=[CH:6][C:5]([N:8]2[C:16]3[C:11](=[CH:12][C:13](I)=[CH:14][CH:15]=3)[CH:10]=[N:9]2)=[CH:4][CH:3]=1.C([Mg]Br)(C)C.[Li]CCCC.[O:28]1[CH2:33][CH2:32][C:31](=[O:34])[CH2:30][CH2:29]1>C1COCC1>[F:1][C:2]1[CH:7]=[CH:6][C:5]([N:8]2[C:16]3[C:11](=[CH:12][C:13]([C:31]4([OH:34])[CH2:32][CH2:33][O:28][CH2:29][CH2:30]4)=[CH:14][CH:15]=3)[CH:10]=[N:9]2)=[CH:4][CH:3]=1. Reported procedure: 1-(4-Fluorophenyl)-5-iodo-1H-indazole (350 mg, 1.0 mmol) was dissolved in 10 mL dry THF and treated with isopropylmagnesium bromide (1.6 mL of 1 M THF solution) and then BuLi (1.6 M in hexanes, 0.72 mmol, 1.1 mmol) at room temp. After 30 min, tetrahydro-4H-pyran-4-one (270 mg, 2.7 mmol) was added. After 2 h, the reaction was quenched with water, then 1 M HCl, and extracted 2× EtOAc. The organic layers were dried over MgSO4, filtered, concentrated, and the residue was purified using 1:1 EtOAc/hex... The reactants are ClC1=NC=NC2=CC(=CC=C12)[N+](=O)[O-] (4-Chloro-7-nitroquinazoline), ClC1=CC=C2CCNC2=C1 (6-chloroindoline). Run in C(C)(C)O (isopropanol). The product is Cl.ClC1=CC=C2CCN(C2=C1)C1=NC=NC2=CC(=CC=C12)[N+](=O)[O-] (4-(6-Chloro-2,3-dihydro-indol-1-yl)-7-nitro-quinazoline hydrochloride). Reaction SMILES: [Cl:1][C:2]1[C:11]2[C:6](=[CH:7][C:8]([N+:12]([O-:14])=[O:13])=[CH:9][CH:10]=2)[N:5]=[CH:4][N:3]=1.[Cl:15][C:16]1[CH:24]=[C:23]2[C:19]([CH2:20][CH2:21][NH:22]2)=[CH:18][CH:17]=1>C(O)(C)C>[ClH:1].[Cl:15][C:16]1[CH:24]=[C:23]2[C:19]([CH2:20][CH2:21][N:22]2[C:2]2[C:11]3[C:6](=[CH:7][C:8]([N+:12]([O-:14])=[O:13])=[CH:9][CH:10]=3)[N:5]=[CH:4][N:3]=2)=[CH:18][CH:17]=1 |f:3.4|. Procedure details: 4-Chloro-7-nitroquinazoline (11.22 g, 53.5 mmol) was slurried into 35 ml isopropanol, treated with 6-chloroindoline (8.25 g, 53.7 mmol), refluxed for three hours, then cooled slowly to room temperature. Product was filtered and air dried overnight to afford bright yellow powder; 13.18 g (68%): M.P. 230° C. (dec); LC-MS: 327 (MH+), 329 ((M+2)H+); Calc. C16H11ClN4O2.HCl: C,52.91; H,3.3; N,15.43; Cl,19.52; Found: C,52.77; H,3.61; N,14.78; Cl,19.62. The reactants are C1=C(C=CC=2SC3=C(CCC21)C=CC=C3)CC(=O)O (10,11-dihydrodibenzo[b.f]thiepin-2-acetic acid), Cl (hydrogen chloride). Solvent: C(CC(C)C)O (isoamyl alcohol). Run at time 90 minute. Yields the product C1=C(C=CC=2SC3=C(CCC21)C=CC=C3)CC(=O)OCCC(C)C (isoamyl 10,11-dihydrodibenzo[b.f]thiepin-2-acetate). RXN SMILES: [CH:1]1[C:11]2[CH2:10][CH2:9][C:8]3[CH:12]=[CH:13][CH:14]=[CH:15][C:7]=3[S:6][C:5]=2[CH:4]=[CH:3][C:2]=1[CH2:16][C:17]([OH:19])=[O:18].Cl>C(O)CC(C)C>[CH:1]1[C:11]2[CH2:10][CH2:9][C:8]3[CH:12]=[CH:13][CH:14]=[CH:15][C:7]=3[S:6][C:5]=2[CH:4]=[CH:3][C:2]=1[CH2:16][C:17]([O:19][CH2:11][CH2:1][CH:2]([CH3:16])[CH3:3])=[O:18]. Procedure: A solution of 250 mg. of 10,11-dihydrodibenzo[b.f]thiepin-2-acetic acid in 30 ml. of isoamyl alcohol is saturated with hydrogen chloride. After 90 minutes, the excess alcohol is distilled off under reduced pressure to yield isoamyl 10,11-dihydrodibenzo[b.f]thiepin-2-acetate, which can be further purified by thin layer chromatography. Starting materials: COCC(C)NC(=O)c1cc(I)cc(-c2ccc(C)cc2)c1, CC(=O)OC(C)=O, CCOC(C)=O, CCN(C(C)C)C(C)C, [Cl-], [Li+], CN(C)C=O, O=C(C=Cc1ccccc1)C=Cc1ccccc1, O=C(C=Cc1ccccc1)C=Cc1ccccc1, O=C(C=Cc1ccccc1)C=Cc1ccccc1, [Pd], [Pd]. The product is COCC(C)NC(=O)c1cc(C(C)=O)cc(-c2ccc(C)cc2)c1. As a reaction SMILES: [CH3:1][O:2][CH2:3][CH:4]([CH3:5])[NH:6][C:7](=[O:8])[c:9]1[cH:10][c:11](-[c:16]2[cH:17][cH:18][c:19]([CH3:22])[cH:20][cH:21]2)[cH:12][c:13]([I:15])[cH:14]1.[CH3:34][C:35](=[O:36])[O:37][C:38](=[O:39])[CH3:40].[CH3:46][CH2:47][O:48][C:49]([CH3:50])=[O:51].[CH:25]([N:26]([CH2:27][CH3:28])[CH:29]([CH3:30])[CH3:31])([CH3:32])[CH3:33].[Cl-:23].[Li+:24].[O:41]=[CH:42][N:43]([CH3:44])[CH3:45].[O:54]=[C:55]([CH:56]=[CH:57][c:58]1[cH:59][cH:60][cH:61][cH:62][cH:63]1)[CH:64]=[CH:65][c:66]1[cH:67][cH:68][cH:69][cH:70][cH:71]1.[O:72]=[C:73]([CH:74]=[CH:75][c:76]1[cH:77][cH:78][cH:79][cH:80][cH:81]1)[CH:82]=[CH:83][c:84]1[cH:85][cH:86][cH:87][cH:88][cH:89]1.[O:90]=[C:91]([CH:92]=[CH:93][c:94]1[cH:95][cH:96][cH:97][cH:98][cH:99]1)[CH:100]=[CH:101][c:102]1[cH:103][cH:104][cH:105][cH:106][cH:107]1.[Pd:52].[Pd:53]>>[CH3:1][O:2][CH2:3][CH:4]([CH3:5])[NH:6][C:7](=[O:8])[c:9]1[cH:10][c:11](-[c:16]2[cH:17][cH:18][c:19]([CH3:22])[cH:20][cH:21]2)[cH:12][c:13]([C:35]([CH3:34])=[O:36])[cH:14]1.